Dataset: the Open Reaction Database (ORD), a public repository of structured organic reaction records. Task: describe an organic reaction: reactants, conditions, products, and yield Starting materials: COC=1C=C(C=C(C1)OC)C=C1OC2=C(C1=O)C=CC(=C2)O (2-[(3,5-dimethoxyphenyl)methylene]-6-hydroxy-3(2H)-benzofuranone), C([O-])([O-])=O.[K+].[K+] (potassium carbonate), CN(C=O)C (dimethylformamide), BrC(C)C (2-bromopropane). Run in O (water). Conditions: time 4 hour. Product: COC=1C=C(C=C(C1)OC)C=C1OC2=C(C1=O)C=CC(=C2)OC(C)C (2-[(3,5-dimethoxyphenyl)methylene]-6-isopropyloxy-3(2H)-benzofuranone). Yield: 55.4%. RXN SMILES: [CH3:1][O:2][C:3]1[CH:4]=[C:5]([CH:11]=[C:12]2[C:16](=[O:17])[C:15]3[CH:18]=[CH:19][C:20]([OH:22])=[CH:21][C:14]=3[O:13]2)[CH:6]=[C:7]([O:9][CH3:10])[CH:8]=1.C(=O)([O-])[O-].[K+].[K+].CN(C)C=O.Br[CH:35]([CH3:37])[CH3:36]>O>[CH3:10][O:9][C:7]1[CH:6]=[C:5]([CH:11]=[C:12]2[C:16](=[O:17])[C:15]3[CH:18]=[CH:19][C:20]([O:22][CH:35]([CH3:37])[CH3:36])=[CH:21][C:14]=3[O:13]2)[CH:4]=[C:3]([O:2][CH3:1])[CH:8]=1 |f:1.2.3|. Procedure: To a solution of 2-[(3,5-dimethoxyphenyl)methylene]-6-hydroxy-3(2H)-benzofuranone 0.5 g, potassium carbonate 0.58 g and dimethylformamide 5 ml, 2-bromopropane 0.306 g was added. After the mixture was refluxed for 2.5 hours, water 50 ml was added. The resulting compound was extracted with ethyl acetate 50 ml twice. The ethyl acetate solution was dehydrated with anhydrous magnesium sulfate and concentrated under reduced pressure. The residue was fractionated by silica gel column chromatography (si...